From a dataset of the Open Reaction Database (ORD), a public repository of structured organic reaction records. describe an organic reaction: reactants, conditions, products, and yield Reactants: C(C)(C)(C)OC(=O)NCC1=C(C=CC=C1)CC(=O)N1CC2C(CCC(C2C1)=O)(C1=CC=CC=C1)C1=CC=CC=C1 ((3aRS,7aRS)-2-[(2-(tert-butoxycarbonylaminomethyl)phenyl)acetyl]-7,7-diphenyl-4-perhydroisoindolone), solution, Cl (hydrochloric acid). Run in O1CCOCC1 (dioxane). The product is NCC1=C(C=CC=C1)CC(=O)N1CC2C(CCC(C2C1)=O)(C1=CC=CC=C1)C1=CC=CC=C1 ((3aRS,7aRS)-2-[(2-aminomethylphenyl)acetyl]-7,7-diphenyl-4-perhydroisoindolone). Isolated yield 61.4%. As a reaction SMILES: C(OC([NH:8][CH2:9][C:10]1[CH:15]=[CH:14][CH:13]=[CH:12][C:11]=1[CH2:16][C:17]([N:19]1[CH2:27][CH:26]2[CH:21]([C:22]([C:35]3[CH:40]=[CH:39][CH:38]=[CH:37][CH:36]=3)([C:29]3[CH:34]=[CH:33][CH:32]=[CH:31][CH:30]=3)[CH2:23][CH2:24][C:25]2=[O:28])[CH2:20]1)=[O:18])=O)(C)(C)C.Cl>O1CCOCC1>[NH2:8][CH2:9][C:10]1[CH:15]=[CH:14][CH:13]=[CH:12][C:11]=1[CH2:16][C:17]([N:19]1[CH2:27][CH:26]2[CH:21]([C:22]([C:35]3[CH:40]=[CH:39][CH:38]=[CH:37][CH:36]=3)([C:29]3[CH:30]=[CH:31][CH:32]=[CH:33][CH:34]=3)[CH2:23][CH2:24][C:25]2=[O:28])[CH2:20]1)=[O:18]. Reported procedure: (3aRS,7aRS)-2-[(2-(tert-butoxycarbonylaminomethyl)phenyl)acetyl]-7,7-diphenyl-4-perhydroisoindolone (1 g) is treated with a 5.7N solution (10 cc) of hydrochloric acid in dry dioxane at 20° C. for 16 hours. The reaction mixture is concentrated to dryness under reduced pressure (2.7 kPa) and the residue is solidified by scratching with isopropyl ether and reprecipitated by cooling a solution in boiling acetonitrile (20 cc). The solid is drained, washed with isopropyl ether and dried. The solid is ... Reactants: S(=O)(Cl)Cl (thionyl chloride), C(C)N1C(N(C=2N=C(NC2C1=O)C1=CC=C(C=C1)S(=O)(=O)O)CC)=O (4-(1,3-diethyl-2,3,6,7-tetrahydro-2,6,-dioxo-1H-purin-8-yl)benzenesulfonic acid), CN(CCCN)C (3-(dimethylamino)propylamine). The solvent is CN(C=O)C (N,N-dimethylformamide). Product: Cl.C(C)N1C(N(C=2N=C(NC2C1=O)C1=CC=C(C=C1)S(=O)(=O)NCCCN(C)C)CC)=O (4-(1,3-diethyl-2,3,6,7-tetrahydro-2,6-dioxo-1H-purin-8-yl)-N-[3-(dimethylamino)-propyl]benzenesulfonamide monohydrochloride). Yield: 22.5%. As a reaction SMILES: [CH2:1]([N:3]1[C:11](=[O:12])[C:10]2[NH:9][C:8]([C:13]3[CH:18]=[CH:17][C:16]([S:19](O)(=[O:21])=[O:20])=[CH:15][CH:14]=3)=[N:7][C:6]=2[N:5]([CH2:23][CH3:24])[C:4]1=[O:25])[CH3:2].S(Cl)([Cl:28])=O.[CH3:30][N:31]([CH3:36])[CH2:32][CH2:33][CH2:34][NH2:35]>CN(C)C=O>[ClH:28].[CH2:1]([N:3]1[C:11](=[O:12])[C:10]2[NH:9][C:8]([C:13]3[CH:14]=[CH:15][C:16]([S:19]([NH:35][CH2:34][CH2:33][CH2:32][N:31]([CH3:36])[CH3:30])(=[O:21])=[O:20])=[CH:17][CH:18]=3)=[N:7][C:6]=2[N:5]([CH2:23][CH3:24])[C:4]1=[O:25])[CH3:2] |f:4.5|. Procedure details: A mixture of 4-(1,3-diethyl-2,3,6,7-tetrahydro-2,6,-dioxo-1H-purin-8-yl)benzenesulfonic acid, (5.0 g, 0.014 moles) and N,N-dimethylformamide (150 ml) is cooled to 0° and treated with thionyl chloride (3.3 g, 0.027 moles). When the addition is complete, the reaction mixture is permitted to warm to ambient temperature and stirred vigorously until a thick slurry is formed. To this slurry is added 3-(dimethylamino)propylamine (14 g, 0.137 moles) in one portion, the mixture is stirred until a clear s... The solvent is CO (methanol). The reactants are O (water), S1C(=CC=C1)CC#N (thiophene-2-acetonitrile), O.Cl.NC(CS)C(=O)O (D,L-cysteine hydrochloride monohydrate), C([O-])([O-])=O.[K+].[K+] (potassium carbonate). As a reaction SMILES: [S:1]1[CH:5]=[CH:4][CH:3]=[C:2]1[CH2:6][C:7]#[N:8].O.Cl.N[CH:12]([C:15]([OH:17])=[O:16])[CH2:13][SH:14].C(=O)([O-])[O-:19].[K+].[K+].O>CO>[S:1]1[CH:5]=[CH:4][CH:3]=[C:2]1[CH2:6][C:7]([NH:8][CH:12]([C:15]([OH:17])=[O:16])[CH2:13][SH:14])=[O:19] |f:1.2.3,4.5.6|. Procedure details: 24.6 g (0.2 mole) thiophene-2-acetonitrile, 35.2 g (0.2 mole) D,L-cysteine hydrochloride monohydrate and 27.6 g (0.2 mole) potassium carbonate were heated in 500 ml methanol and 250 ml water for 6 hours at the boiling point. Then the solvent was removed under reduced pressure, the residue taken up in 200 ml water and adjusted with concentrated hydrochloric acid to pH 4. 40.8 g (83% of theory) colorless product with a melting point of 138°-140° C. precipitated. Yields the product S1C(=CC=C1)CC(=O)NC(CS)C(=O)O (N-(2'-thienylacetyl)-D,L-cysteine). Starting materials: CC(C)(C)OC(=O)N1CC=C(c2ccc(Br)cc2)CC1, CC(C)(C)[O-], Cc1ccccc1, NCc1ccccc1, [Na+]. Yields the product CC(C)(C)OC(=O)N1CC=C(c2ccc(NCc3ccccc3)cc2)CC1. As a reaction SMILES: [C:1]([CH3:2])([CH3:3])([CH3:4])[O:5][C:6](=[O:7])[N:8]1[CH2:9][CH2:10][C:11]([c:14]2[cH:15][cH:16][c:17]([Br:20])[cH:18][cH:19]2)=[CH:12][CH2:13]1.[CH3:29][C:30]([CH3:31])([O-:32])[CH3:33].[CH3:35][c:36]1[cH:37][cH:38][cH:39][cH:40][cH:41]1.[NH2:21][CH2:22][c:23]1[cH:24][cH:25][cH:26][cH:27][cH:28]1.[Na+:34]>>[C:1]([CH3:2])([CH3:3])([CH3:4])[O:5][C:6](=[O:7])[N:8]1[CH2:9][CH2:10][C:11]([c:14]2[cH:15][cH:16][c:17]([NH:21][CH2:22][c:23]3[cH:24][cH:25][cH:26][cH:27][cH:28]3)[cH:18][cH:19]2)=[CH:12][CH2:13]1. The reactants are [N+](=O)([O-])C1=CC=C2C=CNC2=C1 (6-nitroindole), BrCC1=C(C=C(C(=O)OC)C=C1)OC (methyl 4-bromomethyl-3-methoxybenzoate), C([O-])([O-])=O.[K+].[K+] (potassium carbonate). The solvent is CC(=O)C (acetone). Yields the product COC=1C=C(C(=O)OC)C=CC1CN1C=CC2=CC=C(C=C12)[N+](=O)[O-] (methyl 3-methoxy-4-(6-nitroindol-1-ylmethyl)benzoate). The yield is 95.3%. RXN SMILES: [N+:1]([C:4]1[CH:12]=[C:11]2[C:7]([CH:8]=[CH:9][NH:10]2)=[CH:6][CH:5]=1)([O-:3])=[O:2].Br[CH2:14][C:15]1[CH:24]=[CH:23][C:18]([C:19]([O:21][CH3:22])=[O:20])=[CH:17][C:16]=1[O:25][CH3:26].C(=O)([O-])[O-].[K+].[K+]>CC(C)=O>[CH3:26][O:25][C:16]1[CH:17]=[C:18]([CH:23]=[CH:24][C:15]=1[CH2:14][N:10]1[C:11]2[C:7](=[CH:6][CH:5]=[C:4]([N+:1]([O-:3])=[O:2])[CH:12]=2)[CH:8]=[CH:9]1)[C:19]([O:21][CH3:22])=[O:20] |f:2.3.4|. Reported procedure: A solution of 6-nitroindole (4.0 g) and methyl 4-bromomethyl-3-methoxybenzoate (6.71 g) in dry acetone (125 ml) was treated with anhydrous potassium carbonate (4.0 g). The mixture was heated under reflux for 48 hours. The cloudy mixture was evaporated. The residue was suspended in ethyl acetate, and solid removed by filtration. The filtrate was evaporated and the residual oil was purified by flash chromatography on a 6×30 cm column of silica gel using 1:1 (v/v) methylene chloride:hexane as the e... The reactants are Cc1ccc(S(=O)(=O)n2cnc(C=C3CCc4c(C)c5ccccc5n4C3=O)c2C)cc1, CO, CC(=O)O, C1CCOC1, O. Yields the product Cc1[nH]cnc1C=C1CCc2c(C)c3ccccc3n2C1=O. As a reaction SMILES: [CH3:1][c:2]1[c:3]2[n:4]([c:5]3[cH:6][cH:7][cH:8][cH:9][c:10]13)[C:11](=[O:32])[C:12](=[CH:15][c:16]1[n:17][cH:18][n:19]([S:22]([c:23]3[cH:24][cH:25][c:26]([CH3:27])[cH:28][cH:29]3)(=[O:30])=[O:31])[c:20]1[CH3:21])[CH2:13][CH2:14]2.[CH3:38][OH:39].[CH3:40][C:41](=[O:42])[OH:43].[O:33]1[CH2:34][CH2:35][CH2:36][CH2:37]1.[OH2:44]>>[CH3:1][c:2]1[c:3]2[n:4]([c:5]3[cH:6][cH:7][cH:8][cH:9][c:10]13)[C:11](=[O:32])[C:12](=[CH:15][c:16]1[n:17][cH:18][nH:19][c:20]1[CH3:21])[CH2:13][CH2:14]2. Starting materials: ClC=1C=NC2=CC=CC=C2C1C(C[N+](=O)[O-])O[Si](CC)(CC)CC (3-chloro-4-(2-nitro-1-((triethylsilyl)oxy)ethyl)quinoline), [Cl-].[NH4+] (ammonium chloride). The reagents and catalysts are [Fe] (iron). Solvent: CCO (EtOH), O (water). Run at temperature 60 celsius, time 4 hour. Yields the product ClC=1C=NC2=CC=CC=C2C1C(CN)O[Si](CC)(CC)CC (2-(3-chloroquinolin-4-yl)-2-((triethylsilyl)oxy)ethanamine). Reaction SMILES: [Cl:1][C:2]1[CH:3]=[N:4][C:5]2[C:10]([C:11]=1[CH:12]([O:17][Si:18]([CH2:23][CH3:24])([CH2:21][CH3:22])[CH2:19][CH3:20])[CH2:13][N+:14]([O-])=O)=[CH:9][CH:8]=[CH:7][CH:6]=2.[Cl-].[NH4+]>CCO.O.[Fe]>[Cl:1][C:2]1[CH:3]=[N:4][C:5]2[C:10]([C:11]=1[CH:12]([O:17][Si:18]([CH2:19][CH3:20])([CH2:23][CH3:24])[CH2:21][CH3:22])[CH2:13][NH2:14])=[CH:9][CH:8]=[CH:7][CH:6]=2 |f:1.2|. Procedure: To a clear yellow solution of 3-chloro-4-(2-nitro-1-((triethylsilyl)oxy)ethyl)quinoline (0.511 g, 1.39 mmol) in EtOH (7.96 mL) and water (1.99 mL) at room temperature was added iron powder (0.778 g, 13.9 mmol) and ammonium chloride (0.745 g, 13.9 mmol). The dark brown mixture was stirred and heated at 60° C. After 4 h, the mixture was cooled to room temperature and filtered through a celite pad and washed the pad with MeOH (3×30 mL). The combined filtrates were concentrated in vacuo. The residue... The reactants are COc1cccc(Br)c1, [Li]CCCC, O=C1CCN(Cc2ccccc2)CC1, C1CCOC1. Yields the product COc1cccc(C2(O)CCN(Cc3ccccc3)CC2)c1. RXN SMILES: [Br:1][c:2]1[cH:3][c:4]([O:8][CH3:9])[cH:5][cH:6][cH:7]1.[CH2:10]([Li:11])[CH2:12][CH2:13][CH3:14].[CH2:15]([c:16]1[cH:17][cH:18][cH:19][cH:20][cH:21]1)[N:22]1[CH2:23][CH2:24][C:25](=[O:28])[CH2:26][CH2:27]1.[CH2:29]1[O:30][CH2:31][CH2:32][CH2:33]1>>[c:2]1([C:25]2([OH:28])[CH2:24][CH2:23][N:22]([CH2:15][c:16]3[cH:17][cH:18][cH:19][cH:20][cH:21]3)[CH2:27][CH2:26]2)[cH:3][c:4]([O:8][CH3:9])[cH:5][cH:6][cH:7]1. The reactants are Cn1cc(Br)cc(Br)c1=O, CN1CCc2nc(N)sc2C1. The product is CN1CCc2nc(Nc3cc(Br)cn(C)c3=O)sc2C1. Reaction SMILES: [Br:12][c:13]1[c:14](=[O:21])[n:15]([CH3:20])[cH:16][c:17]([Br:19])[cH:18]1.[CH3:1][N:2]1[CH2:3][c:4]2[c:5]([n:8][c:9]([NH2:11])[s:10]2)[CH2:6][CH2:7]1>>[CH3:1][N:2]1[CH2:3][c:4]2[c:5]([n:8][c:9]([NH:11][c:13]3[c:14](=[O:21])[n:15]([CH3:20])[cH:16][c:17]([Br:19])[cH:18]3)[s:10]2)[CH2:6][CH2:7]1.